From a dataset of the Open Reaction Database (ORD), a public repository of structured organic reaction records. describe an organic reaction: reactants, conditions, products, and yield The reactants are Cl, O, OCCc1cccc(O)c1CCO. Product: OCCc1cccc2c1CCO2. As a reaction SMILES: [ClH:14].[OH2:15].[OH:1][CH2:2][CH2:3][c:4]1[c:5]([OH:13])[cH:6][cH:7][cH:8][c:9]1[CH2:10][CH2:11][OH:12]>>[CH2:2]1[CH2:3][c:4]2[c:5]([cH:6][cH:7][cH:8][c:9]2[CH2:10][CH2:11][OH:12])[O:13]1. Reactants: ClC1=CC(=C(/C=C/C(=O)OC)C=C1)NS(=O)(=O)C1=CC=CC=C1 (methyl trans-4-chloro-2-(penylsulfonylamino)cinnamate), Br.BrCC(=O)C1=NC=CC(=C1)CCC (2-bromoacetyl-4-propylpyridine hydrobromide). Yields the product COC(CC1=C(NC2=CC(=CC=C12)Cl)C(=O)C1=NC=CC(=C1)CCC)=O (Methyl[6-chloro-2-(4-propylpyridine-2-carbonyl)-1H-indol-3-yl]acetate). RXN SMILES: [Cl:1][C:2]1[CH:13]=[CH:12][C:5](/[CH:6]=[CH:7]/[C:8]([O:10][CH3:11])=[O:9])=[C:4]([NH:14]S(C2C=CC=CC=2)(=O)=O)[CH:3]=1.Br.Br[CH2:26][C:27]([C:29]1[CH:34]=[C:33]([CH2:35][CH2:36][CH3:37])[CH:32]=[CH:31][N:30]=1)=[O:28]>>[CH3:11][O:10][C:8](=[O:9])[CH2:7][C:6]1[C:5]2[C:4](=[CH:3][C:2]([Cl:1])=[CH:13][CH:12]=2)[NH:14][C:26]=1[C:27]([C:29]1[CH:34]=[C:33]([CH2:35][CH2:36][CH3:37])[CH:32]=[CH:31][N:30]=1)=[O:28] |f:1.2|. Procedure: The title compound was prepared according to the procedure described in Example 57 from methyl trans-4-chloro-2-(penylsulfonylamino)cinnamate (step 1 of Example 8, Method A) and 2-bromoacetyl-4-propylpyridine hydrobromide*. Starting materials: ClCCl, C[N+](C)(C)[O-], CS(C)=O, CCOC(C)=O, CC(C)c1cccc(CCl)c1NC(=O)CC1c2ccccc2Oc2ccccc21. Yields the product CC(C)c1cccc(C=O)c1NC(=O)CC1c2ccccc2Oc2ccccc21. As a reaction SMILES: [CH2:39]([Cl:40])[Cl:41].[CH3:1][N+:2]([CH3:3])([CH3:4])[O-:5].[CH3:35][S:36](=[O:37])[CH3:38].[CH3:42][CH2:43][O:44][C:45](=[O:46])[CH3:47].[CH:6]([CH3:7])([CH3:8])[c:9]1[c:10]([NH:17][C:18]([CH2:19][CH:20]2[c:21]3[cH:22][cH:23][cH:24][cH:25][c:26]3[O:27][c:28]3[cH:29][cH:30][cH:31][cH:32][c:33]32)=[O:34])[c:11]([CH2:15][Cl:16])[cH:12][cH:13][cH:14]1>>[O:5]=[CH:15][c:11]1[c:10]([NH:17][C:18]([CH2:19][CH:20]2[c:21]3[cH:22][cH:23][cH:24][cH:25][c:26]3[O:27][c:28]3[cH:29][cH:30][cH:31][cH:32][c:33]32)=[O:34])[c:9]([CH:6]([CH3:7])[CH3:8])[cH:14][cH:13][cH:12]1. The reactants are ClC=1N=NC(=CC1)C1=CC(=CC=C1)C(F)(F)F (3-chloro-6-[3-(trifluoromethyl)phenyl]pyridazine), [Si]([O-])([O-])([O-])[O-].[Mg+2].[Mg+2] (magnesium silicate). Run in ClCCl (dichloromethane). Reaction conditions: temperature 150 celsius. Product: CC1=CN=C2N1N=C(C=C2)C2=CC(=CC=C2)C(F)(F)F (3-Methyl-6-[3-(trifluoromethyl)phenyl]imidazo[1,2-b]pyridazine). Isolated yield 28.8%. Reaction SMILES: Cl[C:2]1[N:3]=[N:4][C:5]([C:8]2[CH:13]=[CH:12][CH:11]=[C:10]([C:14]([F:17])([F:16])[F:15])[CH:9]=2)=[CH:6][CH:7]=1.[Si]([O-])([O-])([O-])[O-].[Mg+2].[Mg+2]>ClCCl>[CH3:6][C:7]1[N:3]2[N:4]=[C:5]([C:8]3[CH:13]=[CH:12][CH:11]=[C:10]([C:14]([F:17])([F:16])[F:15])[CH:9]=3)[CH:6]=[CH:7][C:2]2=[N:3][CH:2]=1 |f:1.2.3|. Procedure details: A mixture of 5.18 g of 3-chloro-6-[3-(trifluoromethyl)phenyl]pyridazine and 4.60 g of aminoacetoneethyleneketal was heated at 150° C. under argon for 4 hours. The cooled mixture was dissolved in dichloromethane and the solution passed through a short pad of hydrous magnesium silicate. The filtrate was concentrated, diluted with hexane and chilled to give 0.8 g of crystals, mp 98°-100° C.